Dataset: the Open Reaction Database (ORD), a public repository of structured organic reaction records. Task: describe an organic reaction: reactants, conditions, products, and yield Reactants: COC(=O)c1sc(-c2ccccc2)cc1N, CC(C)I, [H-], N#N, [Na+], CN(C)C=O. Yields the product COC(=O)c1sc(-c2ccccc2)cc1NC(C)C. RXN SMILES: [CH3:1][O:2][C:3](=[O:4])[c:5]1[s:6][c:7](-[c:11]2[cH:12][cH:13][cH:14][cH:15][cH:16]2)[cH:8][c:9]1[NH2:10].[CH:17]([CH3:18])([CH3:19])[I:20].[H-:22].[N:23]#[N:24].[Na+:21].[O:25]=[CH:26][N:27]([CH3:28])[CH3:29]>>[CH3:1][O:2][C:3](=[O:4])[c:5]1[s:6][c:7](-[c:11]2[cH:12][cH:13][cH:14][cH:15][cH:16]2)[cH:8][c:9]1[NH:10][CH:17]([CH3:18])[CH3:19].